Task: describe an organic reaction: reactants, conditions, products, and yield. Dataset: the Open Reaction Database (ORD), a public repository of structured organic reaction records The reactants are O (water), C(C)OC(C(C(=O)OCC)C(C(C)C)C=1C=NC(=CC1)NC(=O)OC(C)(C)C)=O (2-[1-(6-tert-butoxycarbonylamino-pyridin-3-yl)-2-methyl-propyl]-malonic acid diethyl ester), [OH-].[K+] (potassium hydroxide). Run in ClCCl (dichloromethane), ClCCl (dichloromethane), C(C)O (ethanol), C(C)O (ethanol). Conditions: time 1 hour. Yields the product C(C)OC(C(C(=O)O)C(C(C)C)C=1C=NC(=CC1)NC(=O)OC(C)(C)C)=O (2-[1-(6-tert-Butoxycarbonylamino-pyridin-3-yl)-2-methyl-propyl]-malonic acid monoethyl ester). As a reaction SMILES: [CH2:1]([O:3][C:4](=[O:29])[CH:5]([CH:11]([C:15]1[CH:16]=[N:17][C:18]([NH:21][C:22]([O:24][C:25]([CH3:28])([CH3:27])[CH3:26])=[O:23])=[CH:19][CH:20]=1)[CH:12]([CH3:14])[CH3:13])[C:6]([O:8]CC)=[O:7])[CH3:2].[OH-].[K+].O>ClCCl.C(O)C>[CH2:1]([O:3][C:4](=[O:29])[CH:5]([CH:11]([C:15]1[CH:16]=[N:17][C:18]([NH:21][C:22]([O:24][C:25]([CH3:26])([CH3:27])[CH3:28])=[O:23])=[CH:19][CH:20]=1)[CH:12]([CH3:13])[CH3:14])[C:6]([OH:8])=[O:7])[CH3:2] |f:1.2|. Procedure: To a solution of 2-[1-(6-tert-butoxycarbonylamino-pyridin-3-yl)-2-methyl-propyl]-malonic acid diethyl ester (1.569 g, 3.84 mmol) in a mixture of dichloromethane (6 mL) and ethanol (12 mL, 95%) at 0° C. a solution of potassium hydroxide (0.272 g, 85%, 4.2 mmol) in ethanol (6 mL, 95%) was added dropwise over 40 min. After additional 1 h stirring the mixture was allowed to warm up to room temperature and stirring was continued for 18 h. Then water (30 mL) and dichloromethane (30 mL) were added, and... The reactants are CCOC(=O)c1c(NCCC(=O)c2ccccc2Cc2ccccc2)c2c(Cl)cc(Cl)cc2n1C(=O)OC(C)(C)C, ClCCl, O=C(O)C(F)(F)F. Yields the product CCOC(=O)c1[nH]c2cc(Cl)cc(Cl)c2c1NCCC(=O)c1ccccc1Cc1ccccc1. Reaction SMILES: [CH2:1]([c:2]1[cH:3][cH:4][cH:5][cH:6][cH:7]1)[c:8]1[c:9]([C:10]([CH2:11][CH2:12][NH:13][c:14]2[c:15]([C:32](=[O:33])[O:34][CH2:35][CH3:36])[n:16]([C:25]([O:26][C:27]([CH3:28])([CH3:29])[CH3:30])=[O:31])[c:17]3[cH:18][c:19]([Cl:24])[cH:20][c:21]([Cl:23])[c:22]23)=[O:37])[cH:38][cH:39][cH:40][cH:41]1.[CH2:49]([Cl:50])[Cl:51].[OH:42][C:43]([C:44]([F:45])([F:46])[F:47])=[O:48]>>[CH2:1]([c:2]1[cH:3][cH:4][cH:5][cH:6][cH:7]1)[c:8]1[c:9]([C:10]([CH2:11][CH2:12][NH:13][c:14]2[c:15]([C:32](=[O:33])[O:34][CH2:35][CH3:36])[nH:16][c:17]3[cH:18][c:19]([Cl:24])[cH:20][c:21]([Cl:23])[c:22]23)=[O:37])[cH:38][cH:39][cH:40][cH:41]1. Starting materials: ClC1(C(C=NC2=CC(=CC=C12)F)C#N)OCC (4-chloro-4-ethoxy-7-fluoro-3-quinolinecarbonitrile), ClC=1C=C(C=CC1SC=1N(C=CN1)C)N (3-chloro-4-(1-methyl-1H-imidazole-2-ylsulfanyl)phenylamine), Cl.N1=CC=CC=C1 (pyridine hydrochloride), C(C)OCCO (2-ethoxyethanol). Yields the product ClC=1C=C(C=CC1SC=1N(C=CN1)C)NC1=C(C=NC2=CC(=C(C=C12)OCC)F)C#N (4-({3-chloro-4-[(1-methyl-1H-imidazole-2-yl)sulfanyl]phenyl}amino)-6-ethoxy-7-fluoro-3-quinolinecarbonitrile). As a reaction SMILES: Cl[C:2]1(OCC)[C:11]2[C:6](=[CH:7][C:8]([F:12])=[CH:9][CH:10]=2)[N:5]=[CH:4][CH:3]1[C:13]#[N:14].[Cl:18][C:19]1[CH:20]=[C:21]([NH2:32])[CH:22]=[CH:23][C:24]=1[S:25][C:26]1[N:27]([CH3:31])[CH:28]=[CH:29][N:30]=1.Cl.N1C=CC=CC=1.[CH2:40]([O:42]CCO)[CH3:41]>>[Cl:18][C:19]1[CH:20]=[C:21]([NH:32][C:2]2[C:11]3[C:6](=[CH:7][C:8]([F:12])=[C:9]([O:42][CH2:40][CH3:41])[CH:10]=3)[N:5]=[CH:4][C:3]=2[C:13]#[N:14])[CH:22]=[CH:23][C:24]=1[S:25][C:26]1[N:27]([CH3:31])[CH:28]=[CH:29][N:30]=1 |f:2.3|. Procedure: Following the procedure of Example 1, a mixture of 2.4 g (9.72 mmol) 4-chloro-4-ethoxy-7-fluoro-3-quinolinecarbonitrile, 2.56 g (10.7 mmol) of 3-chloro-4-(1-methyl-1H-imidazole-2-ylsulfanyl)phenylamine and 1.2 g (10.38 mmol) of pyridine hydrochloride are refluxed in 2-ethoxyethanol (30 mL) at 110° C. for 1 hour to yield 4-({3-chloro-4-[(1-methyl-1H-imidazole-2-yl)sulfanyl]phenyl}amino)-6-ethoxy-7-fluoro-3-quinolinecarbonitrile as a pink solid, mp 251-254° C. RXN SMILES: [CH2:1]([O:3][C:4](=[O:14])[CH2:5][C:6]1[CH:11]=[CH:10][C:9]([Cl:12])=[C:8]([OH:13])[CH:7]=1)[CH3:2].F[C:16]1[CH:23]=[CH:22][C:21]([N+:24]([O-:26])=[O:25])=[CH:20][C:17]=1[CH:18]=[O:19]>>[CH2:1]([O:3][C:4](=[O:14])[CH2:5][C:6]1[CH:11]=[CH:10][C:9]([Cl:12])=[C:8]([O:13][C:16]2[CH:23]=[CH:22][C:21]([N+:24]([O-:26])=[O:25])=[CH:20][C:17]=2[CH:18]=[O:19])[CH:7]=1)[CH3:2]. Starting materials: C(C)OC(CC1=CC(=C(C=C1)Cl)O)=O ((4-Chloro-3-hydroxy-phenyl)-acetic acid ethyl ester), FC1=C(C=O)C=C(C=C1)[N+](=O)[O-] (2-fluoro-5-nitrobenzaldehyde). Procedure details: (4-Chloro-3-hydroxy-phenyl)-acetic acid ethyl ester was reacted with 2-fluoro-5-nitrobenzaldehyde as outlined in Example 21, Step 5, to provide [4-chloro-3-(2-formyl-4-nitro-phenoxy)-phenyl]-acetic acid ethyl ester. Yields the product C(C)OC(CC1=CC(=C(C=C1)Cl)OC1=C(C=C(C=C1)[N+](=O)[O-])C=O)=O ([4-chloro-3-(2-formyl-4-nitro-phenoxy)-phenyl]-acetic acid ethyl ester). The reactants are CCOCC.O (ether water), C(=O)(C(F)(F)F)O (TFA), BrC1=CC=C(C=C1)C(CCC(=O)C1=CC=C(C=C1)[N+](=O)[O-])=O (1-(4-bromophenyl)-4-(4-nitrophenyl)butane-1,4-dione), C(C)(C)(C)C1=CC=C(N)C=C1 (4-tert-butylaniline). Solvent: C1(=CC=CC=C1)C (toluene). Conditions: temperature 110 celsius. The product is BrC1=CC=C(C=C1)C=1N(C(=CC1)C1=CC=C(C=C1)[N+](=O)[O-])C1=CC=C(C=C1)C(C)(C)C (2-(4-bromophenyl)-1-(4-tert-butylphenyl)-5-(4-nitrophenyl)-1H-pyrrole). RXN SMILES: C(O)(C(F)(F)F)=O.[Br:8][C:9]1[CH:14]=[CH:13][C:12]([C:15](=O)[CH2:16][CH2:17][C:18]([C:20]2[CH:25]=[CH:24][C:23]([N+:26]([O-:28])=[O:27])=[CH:22][CH:21]=2)=O)=[CH:11][CH:10]=1.[C:30]([C:34]1[CH:40]=[CH:39][C:37]([NH2:38])=[CH:36][CH:35]=1)([CH3:33])([CH3:32])[CH3:31].CCOCC.O>C1(C)C=CC=CC=1>[Br:8][C:9]1[CH:14]=[CH:13][C:12]([C:15]2[N:38]([C:37]3[CH:39]=[CH:40][C:34]([C:30]([CH3:33])([CH3:32])[CH3:31])=[CH:35][CH:36]=3)[C:18]([C:20]3[CH:25]=[CH:24][C:23]([N+:26]([O-:28])=[O:27])=[CH:22][CH:21]=3)=[CH:17][CH:16]=2)=[CH:11][CH:10]=1 |f:3.4|. Procedure details: TFA (0.6 mL, 7.79 mmol) was added to a mixture of the product from Example 39A (1.2335 g, 3.41 mmol) and 4-tert-butylaniline (0.8 mL, 5.07 mmol) in toluene (30 mL) and heated at 110° C. for 17 hours. The cooled reaction mixture was poured into ether/water and stirred until nice solid formed. The mixture was filtered to afford the title compound. 1H NMR (400 MHz, BENZENE-D6) δ 1.02 (s, 9H), 6.48 (d, J=3.8, 1H), 6.52 (d, J=3.8, 1H), 6.63 (d, J=8.5, 2H), 6.80 (d, J=8.5, 2H), 6.84 (d, J=8.9, 2H), 6.... The reactants are CCN(C(C)C)C(C)C, COc1ccc(N2CCOCC2)c2sc(NC(=O)N3CCC(CO)CC3)nc12, CS(=O)(=O)Cl, ClCCl. Product: COc1ccc(N2CCOCC2)c2sc(NC(=O)N3CCC(COS(C)(=O)=O)CC3)nc12. RXN SMILES: [CH2:29]([N:30]([CH:31]([CH3:32])[CH3:33])[CH:34]([CH3:35])[CH3:36])[CH3:37].[CH3:1][O:2][c:3]1[cH:4][cH:5][c:6]([N:23]2[CH2:24][CH2:25][O:26][CH2:27][CH2:28]2)[c:7]2[c:8]1[n:9][c:10]([NH:12][C:13](=[O:14])[N:15]1[CH2:16][CH2:17][CH:18]([CH2:21][OH:22])[CH2:19][CH2:20]1)[s:11]2.[CH3:38][S:39]([Cl:40])(=[O:41])=[O:42].[Cl:43][CH2:44][Cl:45]>>[CH3:1][O:2][c:3]1[cH:4][cH:5][c:6]([N:23]2[CH2:24][CH2:25][O:26][CH2:27][CH2:28]2)[c:7]2[c:8]1[n:9][c:10]([NH:12][C:13](=[O:14])[N:15]1[CH2:16][CH2:17][CH:18]([CH2:21][O:22][S:39]([CH3:38])(=[O:41])=[O:42])[CH2:19][CH2:20]1)[s:11]2.